From a dataset of the Open Reaction Database (ORD), a public repository of structured organic reaction records. describe an organic reaction: reactants, conditions, products, and yield Run in O1CCOCC1.O (1,4-dioxane water). Reactants: C(C1=CC=CC=C1)C1N(CCC1)C1=C(C(=O)OC)C=C(C=N1)Cl (methyl 2-(2-benzylpyrrolidin-1-yl)-5-chloronicotinate), O.[OH-].[Li+] (lithium hydroxide monohydrate). Isolated yield 97.8%. Reported procedure: To methyl 2-(2-benzylpyrrolidin-1-yl)-5-chloronicotinate (D74) (75 mg, 0.226 mmol) in a mixture 1,4-dioxane/water (3 ml/1 ml), lithium hydroxide monohydrate (14.3 mg, 0.34 mmol) was added and the resulting mixture was stirred at 150° C. under microwave irradiation for 10 min (2 cycles of 5 min each). Solvents were evaporated in vacuo. The obtained residue was diluted with water/1M HCl (5 ml/15 ml) and extracted with ethyl acetate (3×30 ml). Collected fractions after solvent evaporation afforded ... Product: C(C1=CC=CC=C1)C1N(CCC1)C1=C(C(=O)O)C=C(C=N1)Cl (2-(2-benzylpyrrolidin-1-yl)-5-chloronicotinic acid). Run at temperature 150 celsius, time 5 minute. Reaction SMILES: [CH2:1]([CH:8]1[CH2:12][CH2:11][CH2:10][N:9]1[C:13]1[N:22]=[CH:21][C:20]([Cl:23])=[CH:19][C:14]=1[C:15]([O:17]C)=[O:16])[C:2]1[CH:7]=[CH:6][CH:5]=[CH:4][CH:3]=1.O.[OH-].[Li+]>O1CCOCC1.O>[CH2:1]([CH:8]1[CH2:12][CH2:11][CH2:10][N:9]1[C:13]1[N:22]=[CH:21][C:20]([Cl:23])=[CH:19][C:14]=1[C:15]([OH:17])=[O:16])[C:2]1[CH:7]=[CH:6][CH:5]=[CH:4][CH:3]=1 |f:1.2.3,4.5|.